This data is from the Open Reaction Database (ORD), a public repository of structured organic reaction records. The task is: describe an organic reaction: reactants, conditions, products, and yield Starting materials: NC=1C2=C(N=CN1)C(=CS2)C(=O)NC2=C1C=CN=C(C1=CC=C2C)NC2=CC=C1C=NN(C1=C2)C(=O)OC(C)(C)C (tert-butyl 6-((5-(4-aminothieno[3,2-d]pyrimidine-7-carboxamido)-6-methylisoquinolin-1-yl)amino)-1H-indazol-1-carboxylate), Cl (HCl). Solvent: C(C)(=O)OCC (ethyl acetate). Run at time 5 hour. Product: Cl.N1N=CC2=CC=C(C=C12)NC1=NC=CC2=C(C(=CC=C12)C)NC(=O)C1=CSC2=C1N=CN=C2N (N-(1-((1H-indazol-6-yl)amino)-6-methylisoquinolin-5-yl)-4-aminothieno[3,2-d]pyrimidine-7-carboxamide hydrochloride). Yield: 90.0%. As a reaction SMILES: [NH2:1][C:2]1[C:3]2[S:10][CH:9]=[C:8]([C:11]([NH:13][C:14]3[C:23]([CH3:24])=[CH:22][CH:21]=[C:20]4[C:15]=3[CH:16]=[CH:17][N:18]=[C:19]4[NH:25][C:26]3[CH:34]=[C:33]4[C:29]([CH:30]=[N:31][N:32]4C(OC(C)(C)C)=O)=[CH:28][CH:27]=3)=[O:12])[C:4]=2[N:5]=[CH:6][N:7]=1.[ClH:42]>C(OCC)(=O)C>[ClH:42].[NH:32]1[C:33]2[C:29](=[CH:28][CH:27]=[C:26]([NH:25][C:19]3[C:20]4[C:15](=[C:14]([NH:13][C:11]([C:8]5[C:4]6[N:5]=[CH:6][N:7]=[C:2]([NH2:1])[C:3]=6[S:10][CH:9]=5)=[O:12])[C:23]([CH3:24])=[CH:22][CH:21]=4)[CH:16]=[CH:17][N:18]=3)[CH:34]=2)[CH:30]=[N:31]1 |f:3.4|. Procedure: tert-butyl 6-((5-(4-aminothieno[3,2-d]pyrimidine-7-carboxamido)-6-methylisoquinolin-1-yl)amino)-1H-indazol-1-carboxylate (50 mg, 0.088 mmol) obtained in Example 113 was dissolved in ethyl acetate (5 mL), and added with 4 M HCl (dioxane solution, 0.5 mL). The reaction solution was stirred for 5 hours, and then the filtrate was filtered to obtain the title compound (40 mg, 90%).